From a dataset of the Open Reaction Database (ORD), a public repository of structured organic reaction records. describe an organic reaction: reactants, conditions, products, and yield Starting materials: C(C)OC(C1=C(C=C(C(=O)OCC)C(=C1)O)O)=O (diethyl-2,5-dihydroxyterephthalate), BrCCCCCC (1-bromohexane), C(=O)([O-])[O-].[K+].[K+] (K2CO3), [Na+].[I-] (NaI). Run in CC(=O)C (acetone). Yields the product C(C)OC(C1=C(C=C(C(=O)OCC)C(=C1)OCCCCCC)OCCCCCC)=O (2,5-dihexoxyterephthalic acid diethyl ester). Reaction SMILES: [CH2:1]([O:3][C:4](=[O:18])[C:5]1[CH:15]=[C:14]([OH:16])[C:8]([C:9]([O:11][CH2:12][CH3:13])=[O:10])=[CH:7][C:6]=1[OH:17])[CH3:2].Br[CH2:20][CH2:21][CH2:22][CH2:23][CH2:24][CH3:25].C([O-])([O-])=O.[K+].[K+].[Na+].[I-]>CC(C)=O>[CH2:1]([O:3][C:4](=[O:18])[C:5]1[CH:15]=[C:14]([O:16][CH2:20][CH2:21][CH2:22][CH2:23][CH2:24][CH3:25])[C:8]([C:9]([O:11][CH2:12][CH3:13])=[O:10])=[CH:7][C:6]=1[O:17][CH2:14][CH2:15][CH2:5][CH2:6][CH2:7][CH3:8])[CH3:2] |f:2.3.4,5.6|. Procedure details: 15.0 g (59.0 mmol) diethyl-2,5-dihydroxyterephthalate, 20.0 ml (142 mmol) 1-bromohexane, 28.0 g (203 mmol) K2CO3 and 200 mg NaI in 100 ml acetone are heated under reflux for 66 hours. The initially yellow suspension becomes largely decolorized. The solvent is then distilled off and the residue is taken up in 400 ml ethyl acetate and 200 ml water. After removing the aqueous phase, the organic phase is washed three times with 80 ml 1 N NaOH and three times with 100 ml water and then dried over Na2... Yields the product C(CCCCCCCCC)(=O)NCCCCCC(=O)N[C@@H](CC(=O)O)C(NCCCCCCCCCCCCCC)=O ((S)-3-(6-decanamidohexanamido)-3-tetradecylcarbamoylpropionic acid). RXN SMILES: C([O:8][C:9](=[O:49])[CH2:10][C@H:11]([NH:29][C:30](=[O:48])[CH2:31][CH2:32][CH2:33][CH2:34][CH2:35][NH:36][C:37](=[O:47])[CH2:38][CH2:39][CH2:40][CH2:41][CH2:42][CH2:43][CH2:44][CH2:45][CH3:46])[C:12](=[O:28])[NH:13][CH2:14][CH2:15][CH2:16][CH2:17][CH2:18][CH2:19][CH2:20][CH2:21][CH2:22][CH2:23][CH2:24][CH2:25][CH2:26][CH3:27])C1C=CC=CC=1>O1CCCC1.CO.[Pd]>[C:37]([NH:36][CH2:35][CH2:34][CH2:33][CH2:32][CH2:31][C:30]([NH:29][C@H:11]([C:12](=[O:28])[NH:13][CH2:14][CH2:15][CH2:16][CH2:17][CH2:18][CH2:19][CH2:20][CH2:21][CH2:22][CH2:23][CH2:24][CH2:25][CH2:26][CH3:27])[CH2:10][C:9]([OH:49])=[O:8])=[O:48])(=[O:47])[CH2:38][CH2:39][CH2:40][CH2:41][CH2:42][CH2:43][CH2:44][CH2:45][CH3:46]. The reagents and catalysts are [Pd] (Pd-C). Yield: 77.1%. Procedure: Precipitates thus formed were removed by filtration, the filtrate was washed with water, dried over anhydrous magnesium sulfate, concentrated, and subjected to silica gel column chromatography. The product was eluted with ethyl acetate-chloroform (1:9--1:1 by v/v ratio) to provide 600 mg of (S)-3-(6-decanamidohexanamido)-3-tetradecylcarbamoylpropionic acid benzyl ester. 1.00 g of the ester compound obtained was dissolved in a mixture of 30 ml of tetrahydrofuran and 10 ml of methanol and after ca... The solvent is O1CCCC1 (tetrahydrofuran), CO (methanol). Reactants: C(C1=CC=CC=C1)OC(C[C@@H](C(NCCCCCCCCCCCCCC)=O)NC(CCCCCNC(CCCCCCCCC)=O)=O)=O ((S)-3-(6-decanamidohexanamido)-3-tetradecylcarbamoylpropionic acid benzyl ester). The reactants are N1=C(C=CC=C1)NNC(=O)N (2-pyridinylhydrazinecarboxamide), C(C)OC(OCC)OCC (triethylorthoformate). The solvent is C(C)O (ethanol). Conditions: temperature 15 celsius. The product is N1=C(C=CC=C1)N1N=C(N=C1)O (1-(2-Pyridinyl)-1H-1,2,4-triazol-3-ol). As a reaction SMILES: [N:1]1[CH:6]=[CH:5][CH:4]=[CH:3][C:2]=1[NH:7][NH:8][C:9]([NH2:11])=[O:10].[CH2:12](OC(OCC)OCC)C>C(O)C>[N:1]1[CH:6]=[CH:5][CH:4]=[CH:3][C:2]=1[N:7]1[CH:12]=[N:11][C:9]([OH:10])=[N:8]1. Procedure details: A mixture of 31.9 g (0.21 m) of 2-pyridinylhydrazinecarboxamide and 17.50 ml of triethylorthoformate was refluxed for 6 hours with the ethanol formed as a by-product being continuously removed by distillation thereby maintaining the reaction temperature at 130°-140° C. At the completion of the reaction, the reaction mixture was cooled to 15° C. and the solid 1-(2-pyridinyl)-1H-1,2,4-triazol-3-ol product was recovered by filtration. The product after washing with methylene chloride was recovered ... Reactants: CC(C)(CN(C(=O)CBr)c1ccccc1OCc1ccccc1)NC(=O)OC(C)(C)C, CC(C)(C)[O-], [Cl-], [K+], [NH4+], C1CCOC1, O. Yields the product CC(C)(C)OC(=O)N1CC(=O)N(c2ccccc2OCc2ccccc2)CC1(C)C. RXN SMILES: [C:7]([CH3:8])([CH3:9])([CH3:10])[O:11][C:12]([NH:13][C:14]([CH2:15][N:16]([C:17]([CH2:18][Br:19])=[O:20])[c:21]1[c:22]([O:27][CH2:28][c:29]2[cH:30][cH:31][cH:32][cH:33][cH:34]2)[cH:23][cH:24][cH:25][cH:26]1)([CH3:35])[CH3:36])=[O:37].[CH3:1][C:2]([CH3:3])([O-:4])[CH3:5].[Cl-:38].[K+:6].[NH4+:39].[O:41]1[CH2:42][CH2:43][CH2:44][CH2:45]1.[OH2:40]>>[C:7]([CH3:8])([CH3:9])([CH3:10])[O:11][C:12]([N:13]1[C:14]([CH3:35])([CH3:36])[CH2:15][N:16]([c:21]2[c:22]([O:27][CH2:28][c:29]3[cH:30][cH:31][cH:32][cH:33][cH:34]3)[cH:23][cH:24][cH:25][cH:26]2)[C:17](=[O:20])[CH2:18]1)=[O:37]. Run at temperature 65 celsius, time 3 hour. The reactants are NC=1C=C(C=CC1N)C1(N(C(C2=CC=CC=C12)=O)CC1=CC=CC=C1)O (3-(3,4-diaminophenyl)-3-hydroxy-2-(phenylmethyl)-2,3-dihydro-1H-isoindol-1-one), CN=C=S (methyl isothiocyanate), Cl (hydrochloride). Reported procedure: To a solution of 3-(3,4-diaminophenyl)-3-hydroxy-2-(phenylmethyl)-2,3-dihydro-1H-isoindol-1-one (100 mg, 0.289 mmol) and methyl isothiocyanate (31 mg, 0.434 mmol) in tetrahydrofuran (30 mL) was added 1-[3-dimethylamino)propyl]-3-ethylcarbodiimmide hydrochloride (89 mg, 0.462 mmol) at room temperature. The reaction mixture was heated to 65° C. and stirred for 3 h, at which time it was cooled to room temperature and partitioned with water and a mixture of acetonitrile-ethyl acetate (1:9, 200 mL). ... Run in O1CCCC1 (tetrahydrofuran). RXN SMILES: [NH2:1][C:2]1[CH:3]=[C:4]([C:9]2([OH:26])[C:17]3[C:12](=[CH:13][CH:14]=[CH:15][CH:16]=3)[C:11](=[O:18])[N:10]2[CH2:19][C:20]2[CH:25]=[CH:24][CH:23]=[CH:22][CH:21]=2)[CH:5]=[CH:6][C:7]=1[NH2:8].[CH3:27][N:28]=[C:29]=S.Cl>O1CCCC1>[OH:26][C:9]1([C:4]2[CH:5]=[CH:6][C:7]3[NH:8][C:27]([NH:28][CH3:29])=[N:1][C:2]=3[CH:3]=2)[C:17]2[C:12](=[CH:13][CH:14]=[CH:15][CH:16]=2)[C:11](=[O:18])[N:10]1[CH2:19][C:20]1[CH:21]=[CH:22][CH:23]=[CH:24][CH:25]=1. The yield is 3.0%. Yields the product OC1(N(C(C2=CC=CC=C12)=O)CC1=CC=CC=C1)C1=CC2=C(NC(=N2)NC)C=C1 (3-hydroxy-3-[2-(methylamino)-1H-benzimidazol-5-yl]-2-(phenylmethyl)-2,3-dihydro-1H-isoindol-1-one). The reactants are OC1=C(C(CC(C1)C1=C(C(=C(C=C1C)C)C(NC(=O)OCC)=S)C)=O)C(CC)=O (3-hydroxy-5-(3-ethoxycarbonylthiocarbamoyl-2,4,6-trimethylphenyl)-2-propionylcyclohex-2-en-1-one), Cl.C(C)ON (ethoxyamine hydrochloride), ( v ). Yields the product C(C)ON=C(CC)C=1C(CC(CC1O)C1=C(C(=C(C=C1C)C)C(NC(=O)OCC)=S)C)=O (2-[1-(Ethoxyimino)propyl]-3-hydroxy-5-(3-ethoxycarbonylthiocarbamoyl-2,4,6-trimethylphenyl)cyclohex-2-en-1-one). RXN SMILES: [OH:1][C:2]1[CH2:7][CH:6]([C:8]2[C:13]([CH3:14])=[CH:12][C:11]([CH3:15])=[C:10]([C:16](=[S:23])[NH:17][C:18]([O:20][CH2:21][CH3:22])=[O:19])[C:9]=2[CH3:24])[CH2:5][C:4](=[O:25])[C:3]=1[C:26](=O)[CH2:27][CH3:28].Cl.[CH2:31]([O:33][NH2:34])[CH3:32]>>[CH2:31]([O:33][N:34]=[C:26]([C:3]1[C:4](=[O:25])[CH2:5][CH:6]([C:8]2[C:13]([CH3:14])=[CH:12][C:11]([CH3:15])=[C:10]([C:16](=[S:23])[NH:17][C:18]([O:20][CH2:21][CH3:22])=[O:19])[C:9]=2[CH3:24])[CH2:7][C:2]=1[OH:1])[CH2:27][CH3:28])[CH3:32] |f:1.2|. Reported procedure: Reaction of 3-hydroxy-5-(3-ethoxycarbonylthiocarbamoyl-2,4,6-trimethylphenyl)-2-propionylcyclohex-2-en-1-one with ethoxyamine hydrochloride following essentially the same procedure as that described in Example 1 part (v) gave 2-[1-(ethoxyimino)propyl]-3-hydroxy-5-(3-ethoxycarbonylthiocarbamoyl-2,4,6-trimethylphenyl)cyclohex-2-en-1-one (23) as a yellow oil. the compound was characterized by its proton nuclear magnetic resonance spectrum and the data are recorded in Table 3, Example 11. Starting materials: CC(C)([O-])C.[Na+] (Sodium tert-butoxide), CC([C@@H](C)N)(C)C ((R)-3,3-Dimethyl-2-aminobutane), C(C)OC(=O)C=1N(N=C(C1)COC1=CC=CC=C1)CCBr (2-(2-bromoethyl)-5-phenoxymethyl-2H-pyrazole-3-carboxylic acid ethyl ester), [I-].[K+] (potassium iodide). Run in CN(C)C=O (DMF), C(C)#N (ACN). Reaction conditions: temperature 90 celsius, time 20 hour. Yields the product C(C)OC(=O)C=1N(N=C(C1)COC1=CC=CC=C1)CCN[C@@H](C(C)(C)C)C ((R)-5-phenoxymethyl-2-[2-(1,2,2-trimethyl-propylamino)-ethyl]-2H-pyrazole-3-carboxylic acid ethyl ester), O(C1=CC=CC=C1)CC=1C=C(N(N1)CCN[C@@H](C(C)(C)C)C)C(=O)O ((R)-5-phenoxymethyl-2-[2-(1,2,2-trimethyl-propylamino)-ethyl]-2H-pyrazole-3-carboxylic acid). Isolated yield 233.7%. RXN SMILES: [CH3:1][C:2]([CH3:7])([CH3:6])[C@H:3]([NH2:5])[CH3:4].[CH2:8]([O:10][C:11]([C:13]1[N:14]([CH2:26][CH2:27]Br)[N:15]=[C:16]([CH2:18][O:19][C:20]2[CH:25]=[CH:24][CH:23]=[CH:22][CH:21]=2)[CH:17]=1)=[O:12])[CH3:9].[I-].[K+].CC(C)([O-])C.[Na+]>C(#N)C.CN(C=O)C>[CH2:8]([O:10][C:11]([C:13]1[N:14]([CH2:26][CH2:27][NH:5][C@H:3]([CH3:4])[C:2]([CH3:7])([CH3:6])[CH3:1])[N:15]=[C:16]([CH2:18][O:19][C:20]2[CH:21]=[CH:22][CH:23]=[CH:24][CH:25]=2)[CH:17]=1)=[O:12])[CH3:9].[O:19]([CH2:18][C:16]1[CH:17]=[C:13]([C:11]([OH:12])=[O:10])[N:14]([CH2:26][CH2:27][NH:5][C@H:3]([CH3:4])[C:2]([CH3:7])([CH3:6])[CH3:1])[N:15]=1)[C:20]1[CH:25]=[CH:24][CH:23]=[CH:22][CH:21]=1 |f:2.3,4.5|. Procedure details: (R)-3,3-Dimethyl-2-aminobutane (0.37 g, 2.86 mmol) was added to a suspension of 2-(2-bromoethyl)-5-phenoxymethyl-2H-pyrazole-3-carboxylic acid ethyl ester (0.1 g, 0.28 mmol) and potassium iodide (9 mg, 0.056 mmol) in ACN (1 mL). The mixture was stirred at 90° C. for 20 hours. Sodium tert-butoxide (41 mg, 0.42 mmol) and DMF (1 mL) was added and the mixture was stirred at 130° C. for 20 minutes under microwave irradiation. The solvent was evaporated in vacuo. The crude product was washed with a 2N... The reactants are CC(C)(C)OC(=O)CN, ClCCl, COC(=O)C1=C(C)NC(c2ccccc2)=C(C(=O)[O-])C1c1cccc([N+](=O)[O-])c1, CN(C)c1ccccn1. The product is COC(=O)C1=C(C)NC(c2ccccc2)=C(C(=O)NCC(=O)OC(C)(C)C)C1c1cccc([N+](=O)[O-])c1. Reaction SMILES: [C:39]([CH3:40])([CH3:41])([CH3:42])[O:43][C:44]([CH2:45][NH2:46])=[O:47].[CH2:48]([Cl:49])[Cl:50].[CH3:1][O:2][C:3](=[O:4])[C:5]1=[C:10]([CH3:11])[NH:9][C:8]([c:12]2[cH:13][cH:14][cH:15][cH:16][cH:17]2)=[C:7]([C:18](=[O:19])[O-:20])[CH:6]1[c:21]1[cH:22][c:23]([N+:27](=[O:28])[O-:29])[cH:24][cH:25][cH:26]1.[CH3:30][N:31]([c:32]1[cH:33][cH:34][cH:35][cH:36][n:37]1)[CH3:38]>>[CH3:1][O:2][C:3](=[O:4])[C:5]1=[C:10]([CH3:11])[NH:9][C:8]([c:12]2[cH:13][cH:14][cH:15][cH:16][cH:17]2)=[C:7]([C:18](=[O:19])[NH:46][CH2:45][C:44]([O:43][C:39]([CH3:40])([CH3:41])[CH3:42])=[O:47])[CH:6]1[c:21]1[cH:22][c:23]([N+:27](=[O:28])[O-:29])[cH:24][cH:25][cH:26]1. The reactants are ClC1=CC=C(C(C(=O)O)=C1)O (5-chlorosalicylic acid), NC=1C=C(C=CC1OC)C1=CC=CC=C1 (3-amino-4-methoxybiphenyl), raw materials. The product is ClC=1C=CC(=C(C(=O)NC=2C=C(C=CC2OC)C2=CC=CC=C2)C1)O (5-Chloro-2-hydroxy-N-(4-methoxybiphenyl-3-yl)benzamide). The yield is 37.0%. RXN SMILES: [Cl:1][C:2]1[CH:10]=[C:6]([C:7]([OH:9])=O)[C:5]([OH:11])=[CH:4][CH:3]=1.[NH2:12][C:13]1[CH:14]=[C:15]([C:21]2[CH:26]=[CH:25][CH:24]=[CH:23][CH:22]=2)[CH:16]=[CH:17][C:18]=1[O:19][CH3:20]>>[Cl:1][C:2]1[CH:3]=[CH:4][C:5]([OH:11])=[C:6]([CH:10]=1)[C:7]([NH:12][C:13]1[CH:14]=[C:15]([C:21]2[CH:22]=[CH:23][CH:24]=[CH:25][CH:26]=2)[CH:16]=[CH:17][C:18]=1[O:19][CH3:20])=[O:9]. Reported procedure: Using 5-chlorosalicylic acid and 3-amino-4-methoxybiphenyl as the raw materials, the same operation as the example 16 gave the title compound.